Dataset: the Open Reaction Database (ORD), a public repository of structured organic reaction records. Task: describe an organic reaction: reactants, conditions, products, and yield Reactants: C[Si](C)(C)CCN1C(=O)CN(c2ccc(C=Cc3ccnn3COCc3ccccc3)cc2OCc2ccccc2)S1(=O)=O, CN(C)C=O. Product: O=C1CN(c2ccc(C=Cc3ccnn3COCc3ccccc3)cc2OCc2ccccc2)S(=O)(=O)N1. RXN SMILES: [CH2:1]([c:2]1[cH:3][cH:4][cH:5][cH:6][cH:7]1)[O:8][c:9]1[c:10]([N:31]2[CH2:32][C:33](=[O:44])[N:34]([CH2:38][CH2:39][Si:40]([CH3:41])([CH3:42])[CH3:43])[S:35]2(=[O:36])=[O:37])[cH:11][cH:12][c:13]([CH:15]=[CH:16][c:17]2[n:18]([CH2:22][O:23][CH2:24][c:25]3[cH:26][cH:27][cH:28][cH:29][cH:30]3)[n:19][cH:20][cH:21]2)[cH:14]1.[O:45]=[CH:46][N:47]([CH3:48])[CH3:49]>>[CH2:1]([c:2]1[cH:3][cH:4][cH:5][cH:6][cH:7]1)[O:8][c:9]1[c:10]([N:31]2[CH2:32][C:33](=[O:44])[NH:34][S:35]2(=[O:36])=[O:37])[cH:11][cH:12][c:13]([CH:15]=[CH:16][c:17]2[n:18]([CH2:22][O:23][CH2:24][c:25]3[cH:26][cH:27][cH:28][cH:29][cH:30]3)[n:19][cH:20][cH:21]2)[cH:14]1. Reactants: C(C)(=O)OC(C)=O (acetic anhydride), NC1=CC=C(C=C1)P(O)(O)=O ((4-aminophenyl)phosphonic acid), C([O-])(O)=O.[Na+] (sodium bicarbonate), C(C)(=O)OC(C)=O (acetic anhydride), Cl (hydrochloric acid). Solvent: O (water). Conditions: time 0.5 hour. Product: C(C)(=O)NC1=CC=C(C=C1)P(O)(O)=O (4-Acetylaminophenylphosphonic acid). Isolated yield 38.5%. Reaction SMILES: [NH2:1][C:2]1[CH:7]=[CH:6][C:5]([P:8](=[O:11])([OH:10])[OH:9])=[CH:4][CH:3]=1.C(=O)(O)[O-].[Na+].[C:17](OC(=O)C)(=[O:19])[CH3:18].Cl>O>[C:17]([NH:1][C:2]1[CH:7]=[CH:6][C:5]([P:8](=[O:10])([OH:9])[OH:11])=[CH:4][CH:3]=1)(=[O:19])[CH3:18] |f:1.2|. Procedure details: To a suspension of (4-aminophenyl)phosphonic acid (Aldrich, 0.00058 mol) in water (1.5 mL) was added sufficient sodium bicarbonate to make a clear solution. To the mixture, acetic anhydride (0.2 mL, 0.002 mol) was added and stirred for 0.5 h. Again, acetic anhydride (0.2 mL, 0.002 mol) was added and stirred for 0.5 h. The mixture was let stand at room temperature for 2 h and then concentrated hydrochloric acid (0.5 mL) was added. Fine white needles separated out which were collected by filtratio... Reactants: CC=1NC2=CC=CC=C2C1CCC1CCNCC1 (4-[2-(2-methyl-3-indolyl)-ethyl]-piperidine), Cl (monohydrochloride), C(Cl)(Cl)Cl (chloroform), [OH-].[Na+] (sodium hydroxide). The reagents and catalysts are [Cl-].C(C)[N+](CC1=CC=CC=C1)(CC)CC (triethylbenzylammonium chloride). Solvent: O (water). Yields the product CC1=NC2=CC=CC=C2C(=C1Cl)CCC1CCNCC1 (2-methyl-3-chloro-4-[2-(4-piperidyl)-ethyl]-quinoline). As a reaction SMILES: [CH3:1][C:2]1[NH:3][C:4]2[C:9]([C:10]=1[CH2:11][CH2:12][CH:13]1[CH2:18][CH2:17][NH:16][CH2:15][CH2:14]1)=[CH:8][CH:7]=[CH:6][CH:5]=2.[OH-].[Na+].Cl.[CH:22]([Cl:25])(Cl)Cl>[Cl-].C([N+](CC)(CC)CC1C=CC=CC=1)C.O>[CH3:1][C:2]1[C:22]([Cl:25])=[C:10]([CH2:11][CH2:12][CH:13]2[CH2:14][CH2:15][NH:16][CH2:17][CH2:18]2)[C:9]2[C:4](=[CH:5][CH:6]=[CH:7][CH:8]=2)[N:3]=1 |f:1.2,5.6|. Procedure details: The operation is as in Example 1, but starting from 5.9 g of 4-[2-(2-methyl-3-indolyl)-ethyl]-piperidine and 0.12 g of triethylbenzylammonium chloride in 60 ml of chloroform and 7.5 g of sodium hydroxide in 15 ml of water. 2.7 g of 2-methyl-3-chloro-4-[2-(4-piperidyl)-ethyl]-quinoline are finally obtained in the form of the monohydrochloride which melts at 255° C. Starting materials: ClCCC=1C=NN(C1)C (4-(2-chloroethyl)-1-methyl-1H-pyrazole), aqueous solution, CN (methylamine). Conditions: time 15 hour. The product is CNCCC=1C=NN(C1)C (N-Methyl-2-(1-methyl-1H-pyrazol-4-yl)ethanamine). RXN SMILES: Cl[CH2:2][CH2:3][C:4]1[CH:5]=[N:6][N:7]([CH3:9])[CH:8]=1.[CH3:10][NH2:11]>>[CH3:10][NH:11][CH2:2][CH2:3][C:4]1[CH:5]=[N:6][N:7]([CH3:9])[CH:8]=1. Procedure details: To neat 4-(2-chloroethyl)-1-methyl-1H-pyrazole (50 g, 0.24 mol) was added a 25% aqueous solution of methylamine (1.15 L, 7.21 mol). The mixture was placed into an autoclave at 60° C. for 15 h. The resulting mixture was concentrated in vacuo, treated with aqueous solution of NaOH and extracted with DCM. The combined organic layers were concentrated in vacuo and purified by vacuum distillation to afford the title compound. b.p. 89-90° C./2 mm Hg. Reactants: C(C)(C)(C)OC(=O)NC(=NC1=CC(=CC=C1)C1=NC=CC(=C1)C)NC(=O)OC(C)(C)C (N,N′-bis(tert-butoxycarbonyl)-N″-(3-(4-methylpyridin-2-yl)phenyl)guanidine), Cl (hydrogen chloride). Run in ClCCl (dichloromethane), O1CCOCC1 (1,4-dioxane). Conditions: time 18 hour. The product is Cl.Cl.CC1=CC(=NC=C1)C=1C=C(C=CC1)NC(=N)N ((3-(4-methylpyridin-2-yl)phenyl)guanidine dihydrochloride). As a reaction SMILES: C(OC([NH:8][C:9]([NH:24]C(OC(C)(C)C)=O)=[N:10][C:11]1[CH:16]=[CH:15][CH:14]=[C:13]([C:17]2[CH:22]=[C:21]([CH3:23])[CH:20]=[CH:19][N:18]=2)[CH:12]=1)=O)(C)(C)C.[ClH:32]>ClCCl.O1CCOCC1>[ClH:32].[ClH:32].[CH3:23][C:21]1[CH:20]=[CH:19][N:18]=[C:17]([C:13]2[CH:12]=[C:11]([NH:10][C:9]([NH2:24])=[NH:8])[CH:16]=[CH:15][CH:14]=2)[CH:22]=1 |f:4.5.6|. Procedure: To a solution of N,N′-bis(tert-butoxycarbonyl)-N″-(3-(4-methylpyridin-2-yl)phenyl)guanidine (300 mg) in dichloromethane (3 ml) was added a solution of hydrogen chloride in 1,4-dioxane (4N, 6 ml), and the mixture was stirred at room temperature for 18 hours. The solvent was evaporated under reduced pressure. To the residue was added 5% ethanol in ethyl acetate (100 ml), and the precipitate was collected by filtration and dried under reduced pressure to give (3-(4-methylpyridin-2-yl)phenyl)guanidi...